This data is from the Open Reaction Database (ORD), a public repository of structured organic reaction records. The task is: describe an organic reaction: reactants, conditions, products, and yield The reactants are Cl.ON=C1CNCC1 (3-hydroxyiminopyrrolidine hydrochloride), ClCC#N (chloroacetonitrile), C[O-].[Na+] (sodium methoxide), [Na] (sodium). The solvent is CO (methanol). Run at time 30 minute. The product is Cl.ON=C1CN(CC1)C(CCl)=N (2-(3-hydroxyiminopyrrolidin-1-yl)-2-iminoethylchloride hydrochloride). RXN SMILES: [Cl:1][CH2:2][C:3]#[N:4].C[O-].[Na+].[Na].Cl.[OH:10][N:11]=[C:12]1[CH2:16][CH2:15][NH:14][CH2:13]1>CO>[ClH:1].[OH:10][N:11]=[C:12]1[CH2:16][CH2:15][N:14]([C:3](=[NH:4])[CH2:2][Cl:1])[CH2:13]1 |f:1.2,4.5,7.8,^1:7|. Reported procedure: 0.44 ml of chloroacetonitrile was added to a solution of sodium methoxide, prepared by dissolving 16 mg of metallic sodium in 2.8 ml of absolute methanol, and the mixture was stirred at room temperature for about 30 minutes. 950 mg of 3-hydroxyiminopyrrolidine hydrochloride were then added, and the mixture was stirred for a further 2 hours. After completion of the reaction, the solvent was distilled off and the concentrate mixed with anhydrous ether, giving a crystalline product. The crystals we... Starting materials: O=C([O-])[O-], CC1CN(Cc2ccc(N(C)C(=O)c3ccc(Cl)nc3)nc2)CCN1C(=O)OC(C)(C)C, Oc1ccc(F)cc1, [K+], [K+], CN(C)C=O. Product: CC1CN(Cc2ccc(N(C)C(=O)c3ccc(Oc4ccc(F)cc4)nc3)nc2)CCN1C(=O)OC(C)(C)C. As a reaction SMILES: [C:33](=[O:34])([O-:35])[O-:36].[Cl:1][c:2]1[cH:3][cH:4][c:5]([C:8](=[O:9])[N:10]([c:11]2[cH:12][cH:13][c:14]([CH2:17][N:18]3[CH2:19][CH:20]([CH3:31])[N:21]([C:24](=[O:25])[O:26][C:27]([CH3:28])([CH3:29])[CH3:30])[CH2:22][CH2:23]3)[cH:15][n:16]2)[CH3:32])[cH:6][n:7]1.[F:39][c:40]1[cH:41][cH:42][c:43]([OH:46])[cH:44][cH:45]1.[K+:37].[K+:38].[O:47]=[CH:48][N:49]([CH3:50])[CH3:51]>>[c:2]1([O:46][c:43]2[cH:42][cH:41][c:40]([F:39])[cH:45][cH:44]2)[cH:3][cH:4][c:5]([C:8](=[O:9])[N:10]([c:11]2[cH:12][cH:13][c:14]([CH2:17][N:18]3[CH2:19][CH:20]([CH3:31])[N:21]([C:24](=[O:25])[O:26][C:27]([CH3:28])([CH3:29])[CH3:30])[CH2:22][CH2:23]3)[cH:15][n:16]2)[CH3:32])[cH:6][n:7]1. Reactants: [Li]CCCC, CN(C)C=O, Clc1cc2nc(-c3ccc(Br)c4ccccc34)[nH]c2cc1Cl, C1CCOC1, O. The product is O=Cc1ccc(-c2nc3cc(Cl)c(Cl)cc3[nH]2)c2ccccc12. RXN SMILES: [CH2:23]([Li:24])[CH2:25][CH2:26][CH3:27].[CH3:28][N:29]([CH:30]=[O:31])[CH3:32].[Cl:1][c:2]1[cH:3][c:4]2[c:5]([n:6][c:7](-[c:9]3[cH:10][cH:11][c:12]([Br:19])[c:13]4[cH:14][cH:15][cH:16][cH:17][c:18]34)[nH:8]2)[cH:20][c:21]1[Cl:22].[O:34]1[CH2:35][CH2:36][CH2:37][CH2:38]1.[OH2:33]>>[Cl:1][c:2]1[cH:3][c:4]2[c:5]([n:6][c:7](-[c:9]3[cH:10][cH:11][c:12]([CH:30]=[O:31])[c:13]4[cH:14][cH:15][cH:16][cH:17][c:18]34)[nH:8]2)[cH:20][c:21]1[Cl:22]. Reactants: N(C1=CC=CC=C1)CC(=O)NC1=CC=C(C=C1)C1=CC=NC=C1 (2-anilino-N-[4-(4-pyridinyl)phenyl]acetamide), Cl (hydrochloric acid). Run in O1CCCC1 (tetrahydrofuran), O1CCCC1 (Tetrahydrofuran). Conditions: time 1 hour. Yields the product Cl.N(C1=CC=CC=C1)CC(=O)NC1=CC=C(C=C1)C1=CC=NC=C1 (2-anilino-N-[4-(4-pyridinyl)phenyl]acetamide hydrochloride). As a reaction SMILES: [NH:1]([CH2:8][C:9]([NH:11][C:12]1[CH:17]=[CH:16][C:15]([C:18]2[CH:23]=[CH:22][N:21]=[CH:20][CH:19]=2)=[CH:14][CH:13]=1)=[O:10])[C:2]1[CH:7]=[CH:6][CH:5]=[CH:4][CH:3]=1.[ClH:24]>O1CCCC1>[ClH:24].[NH:1]([CH2:8][C:9]([NH:11][C:12]1[CH:17]=[CH:16][C:15]([C:18]2[CH:19]=[CH:20][N:21]=[CH:22][CH:23]=2)=[CH:14][CH:13]=1)=[O:10])[C:2]1[CH:7]=[CH:6][CH:5]=[CH:4][CH:3]=1 |f:3.4|. Reported procedure: To a mixture of 2-anilino-N-[4-(4-pyridinyl)phenyl]acetamide (5.03 g) in tetrahydrofuran (100.6 ml) was added 1N hydrochloric acid (16.5 mL) at ambient temperature and stirred at ambient temperature for 1 hour. Tetrahydrofuran (300 mL) was added to the mixture and the mixture was cooled with ice bath stirring for 20 minutes. The crystals were collected by filtration and washed with ethyl acetate (50 mL) to afford 2-anilino-N-[4-(4-pyridinyl)phenyl]acetamide hydrochloride (5.00 g) as yellow cryst... Reactants: CS(=O)(=O)c1ccc(C(=O)O)cc1[N+](=O)[O-], CCO, CO, NN, O. The product is CS(=O)(=O)c1ccc(C(=O)O)cc1N. RXN SMILES: [CH3:1][S:2](=[O:3])(=[O:4])[c:5]1[c:6]([N+:14]([O-:15])=[O:16])[cH:7][c:8]([C:9](=[O:10])[OH:11])[cH:12][cH:13]1.[CH3:20][CH2:21][OH:22].[CH3:23][OH:24].[NH2:18][NH2:19].[OH2:17]>>[CH3:1][S:2](=[O:3])(=[O:4])[c:5]1[c:6]([NH2:14])[cH:7][c:8]([C:9](=[O:10])[OH:11])[cH:12][cH:13]1. Reactants: ice water, OC1=CC=C(C(=O)N2CCN(CC2)C(=O)OC(C)(C)C)C=C1 (Tert-butyl 4-(4-hydroxybenzoyl)piperazine-1-carboxylate), ClC=1N(C=C(N1)[N+](=O)[O-])C[C@]1(OC1)C ((R)-2-chloro-1-(2-methyloxiran-2-ylmethyl)-4-nitroimidazole), [H-].[Na+] (sodium hydride). Solvent: CN(C)C=O (DMF). Conditions: temperature 80 celsius, time 20 minute. The product is C[C@@]1(CN2C(O1)=NC(=C2)[N+](=O)[O-])COC2=CC=C(C(=O)N1CCN(CC1)C(=O)OC(C)(C)C)C=C2 (tert-butyl (R)-4-[4-(2-methyl-6-nitro-2,3-dihydroimidazo[2,1-b]oxazol-2-ylmethoxy)benzoyl]piperazine-1-carboxylate). Isolated yield 70.1%. RXN SMILES: [OH:1][C:2]1[CH:22]=[CH:21][C:5]([C:6]([N:8]2[CH2:13][CH2:12][N:11]([C:14]([O:16][C:17]([CH3:20])([CH3:19])[CH3:18])=[O:15])[CH2:10][CH2:9]2)=[O:7])=[CH:4][CH:3]=1.[H-].[Na+].Cl[C:26]1[N:27]([CH2:34][C@:35]2([CH3:38])[CH2:37][O:36]2)[CH:28]=[C:29]([N+:31]([O-:33])=[O:32])[N:30]=1>CN(C=O)C>[CH3:37][C@@:35]1([CH2:38][O:1][C:2]2[CH:3]=[CH:4][C:5]([C:6]([N:8]3[CH2:9][CH2:10][N:11]([C:14]([O:16][C:17]([CH3:19])([CH3:18])[CH3:20])=[O:15])[CH2:12][CH2:13]3)=[O:7])=[CH:21][CH:22]=2)[O:36][C:26]2=[N:30][C:29]([N+:31]([O-:33])=[O:32])=[CH:28][N:27]2[CH2:34]1 |f:1.2|. Procedure details: Tert-butyl 4-(4-hydroxybenzoyl)piperazine-1-carboxylate (6.6 g, 21.5 mmol) was dissolved in DMF (50 ml). To the solution, sodium hydride (991 mg, 24.8 mmol) was added at room temperature, and the solution was stirred for 20 minutes at 80° C. To the solution, (R)-2-chloro-1-(2-methyloxiran-2-ylmethyl)-4-nitroimidazole prepared in Example 12 (5.16 mg, 23.7 mmol) was added with cooling on ice-bath, and the solution was stirred for further 20 minutes at 80° C. To the reaction mixture, ice-water was ... Starting materials: O=C1N(CC=2C=C3C(=CC12)OCO3)CCC3CCN(CC3)C(=O)OC(C)(C)C (tert-butyl 4-[2-(7-oxo-5H-[1,3]dioxolo[4,5-f]isoindol-6-yl)ethyl]piperidine-1-carboxylate), solution, Cl (hydrogen chloride). Solvent: C(C)(=O)OCC (ethyl acetate). Reaction conditions: time 30 minute. Product: Cl.N1CCC(CC1)CCN1CC=2C=C3C(=CC2C1=O)OCO3 (6-[2-(4-piperidyl)ethyl]-5H-[1,3]dioxolo[4,5-f]isoindol-7-one hydrochloride). The yield is 84.3%. Reaction SMILES: [O:1]=[C:2]1[C:10]2[CH:9]=[C:8]3[O:11][CH2:12][O:13][C:7]3=[CH:6][C:5]=2[CH2:4][N:3]1[CH2:14][CH2:15][CH:16]1[CH2:21][CH2:20][N:19](C(OC(C)(C)C)=O)[CH2:18][CH2:17]1.[ClH:29]>C(OCC)(=O)C>[ClH:29].[NH:19]1[CH2:20][CH2:21][CH:16]([CH2:15][CH2:14][N:3]2[C:2](=[O:1])[C:10]3[CH:9]=[C:8]4[O:11][CH2:12][O:13][C:7]4=[CH:6][C:5]=3[CH2:4]2)[CH2:17][CH2:18]1 |f:3.4|. Reported procedure: To a reaction vessel, 15 g (0.039 mol) compound XII and 300 ml 10% solution of hydrogen chloride in ethyl acetate were added, the reaction mixture was kept at room temperature for 30 min until the reaction was complete, concentrated to dry under reduced pressure, recrystallized with the mixed solution of ethanol and ethyl acetate, and 10.5 g compound II-2 was obtained, with yield of 84.3%. 1H NMR (D2O): δ 1.38-1.49 (m, 2H), 1.59-1.61 (m, 3H), 1.98 (d, 2H, J=13.5 Hz), 2.91-2.98 (m, 2H), 3.42 (d, ...